describe an organic reaction: reactants, conditions, products, and yield From a dataset of the Open Reaction Database (ORD), a public repository of structured organic reaction records. Starting materials: O=C([O-])O, CC(=O)[O-], CC(=O)[O-], OCCCO, CC(C)(C)NC(=O)N1CC(OCc2cccc(-c3ccc(I)cc3)c2C(F)(F)F)C1, [Na+], C1CCOC1, [Pd+2], c1ccc(P(c2ccccc2)c2ccccc2)cc1, OB(O)c1cccnc1. Yields the product CC(C)(C)NC(=O)N1CC(OCc2cccc(-c3ccc(-c4cccnc4)cc3)c2C(F)(F)F)C1. RXN SMILES: [C:64](=[O:65])([OH:66])[O-:67].[C:74]([O-:75])(=[O:76])[CH3:77].[C:79]([O-:80])(=[O:81])[CH3:82].[CH2:31]([OH:32])[CH2:33][CH2:34][OH:35].[I:1][c:2]1[cH:3][cH:4][c:5](-[c:8]2[c:9]([C:27]([F:28])([F:29])[F:30])[c:10]([CH2:14][O:15][CH:16]3[CH2:17][N:18]([C:20](=[O:21])[NH:22][C:23]([CH3:24])([CH3:25])[CH3:26])[CH2:19]3)[cH:11][cH:12][cH:13]2)[cH:6][cH:7]1.[Na+:68].[O:69]1[CH2:70][CH2:71][CH2:72][CH2:73]1.[Pd+2:78].[c:45]1([P:46]([c:47]2[cH:48][cH:49][cH:50][cH:51][cH:52]2)[c:53]2[cH:54][cH:55][cH:56][cH:57][cH:58]2)[cH:59][cH:60][cH:61][cH:62][cH:63]1.[n:36]1[cH:37][c:38]([B:42]([OH:43])[OH:44])[cH:39][cH:40][cH:41]1>>[c:2]1(-[c:38]2[cH:37][n:36][cH:41][cH:40][cH:39]2)[cH:3][cH:4][c:5](-[c:8]2[c:9]([C:27]([F:28])([F:29])[F:30])[c:10]([CH2:14][O:15][CH:16]3[CH2:17][N:18]([C:20](=[O:21])[NH:22][C:23]([CH3:24])([CH3:25])[CH3:26])[CH2:19]3)[cH:11][cH:12][cH:13]2)[cH:6][cH:7]1. Starting materials: CN(C=1C=C(C=C2C=C(NC12)C(=O)O)OC(F)(F)F)S(=O)(=O)C=1SC=CC1 (7-[methyl(2-thienylsulfonyl)amino]-5-(trifluoromethoxy)-1H-indole-2-carboxylic acid), Cl.C(C1=CC=CC=C1)(C1=CC=CC=C1)(C1=CC=CC=C1)SCCN (2-(tritylthio)ethylamine hydrochloride), N1(N=NC2=C1C=CC=C2)O (1H-1,2,3-benzotriazol-1-ol), Cl.CN(CCCN=C=NCC)C (N-[3-(dimethylamino)propyl]-N′-ethylcarbodiimide hydrochloride). The solvent is CN(C=O)C (N,N-dimethylformamide), C(C)N(CC)CC (triethylamine), C(C)(=O)OCC (ethyl acetate). Conditions: time 18 hour. Product: CN(C=1C=C(C=C2C=C(NC12)C(=O)NCCSC(C1=CC=CC=C1)(C1=CC=CC=C1)C1=CC=CC=C1)OC(F)(F)F)S(=O)(=O)C=1SC=CC1 (7-[Methyl(2-thienylsulfonyl)amino]-N-[2-(tritylthio)ethyl]-5-(trifluoromethoxy)-1H-indole-2-carboxamide). Isolated yield 31.1%. Reaction SMILES: [CH3:1][N:2]([S:20]([C:23]1[S:24][CH:25]=[CH:26][CH:27]=1)(=[O:22])=[O:21])[C:3]1[CH:4]=[C:5]([O:15][C:16]([F:19])([F:18])[F:17])[CH:6]=[C:7]2[C:11]=1[NH:10][C:9]([C:12]([OH:14])=O)=[CH:8]2.Cl.[C:29]([S:48][CH2:49][CH2:50][NH2:51])([C:42]1[CH:47]=[CH:46][CH:45]=[CH:44][CH:43]=1)([C:36]1[CH:41]=[CH:40][CH:39]=[CH:38][CH:37]=1)[C:30]1[CH:35]=[CH:34][CH:33]=[CH:32][CH:31]=1.N1(O)C2C=CC=CC=2N=N1.Cl.CN(C)CCCN=C=NCC>C(OCC)(=O)C.CN(C)C=O.C(N(CC)CC)C>[CH3:1][N:2]([S:20]([C:23]1[S:24][CH:25]=[CH:26][CH:27]=1)(=[O:21])=[O:22])[C:3]1[CH:4]=[C:5]([O:15][C:16]([F:17])([F:18])[F:19])[CH:6]=[C:7]2[C:11]=1[NH:10][C:9]([C:12]([NH:51][CH2:50][CH2:49][S:48][C:29]([C:36]1[CH:41]=[CH:40][CH:39]=[CH:38][CH:37]=1)([C:30]1[CH:31]=[CH:32][CH:33]=[CH:34][CH:35]=1)[C:42]1[CH:47]=[CH:46][CH:45]=[CH:44][CH:43]=1)=[O:14])=[CH:8]2 |f:1.2,4.5|. Procedure details: To a mixture of 7-[methyl(2-thienylsulfonyl)amino]-5-(trifluoromethoxy)-1H-indole-2-carboxylic acid (0.30 g), 2-(tritylthio)ethylamine hydrochloride (0.32 g), triethylamine (0.13 mL) and N,N-dimethylformamide (10 mL) were added 1H-1,2,3-benzotriazol-1-ol (0.15 g) and N-[3-(dimethylamino)propyl]-N′-ethylcarbodiimide hydrochloride (0.19 g) under ice-cooling, and the mixture was stirred at room temperature for 18 hr. The reaction solution was diluted with ethyl acetate, washed with water, aqueous s... The reactants are ClCC=1C=C(C=CC1F)C#CC=1C=NC=C(C#N)C1 (5-(3-chloromethyl-4-fluorophenylethynyl)-nicotinonitrile), solution, CNC (dimethylamine). Solvent: O1CCCC1 (tetrahydrofuran), C(C)(=O)OCC (ethyl acetate), C(C)OCC (diethyl ether). Reaction conditions: temperature 70 celsius. Yields the product CN(C)CC=1C=C(C=CC1F)C#CC=1C=NC=C(C#N)C1 (5-(3-Dimethylaminomethyl-4-fluorophenylethynyl)-nicotinonitrile). The yield is 58.0%. RXN SMILES: Cl[CH2:2][C:3]1[CH:4]=[C:5]([C:10]#[C:11][C:12]2[CH:13]=[N:14][CH:15]=[C:16]([CH:19]=2)[C:17]#[N:18])[CH:6]=[CH:7][C:8]=1[F:9].[CH3:20][NH:21][CH3:22]>O1CCCC1.C(OCC)(=O)C.C(OCC)C>[CH3:20][N:21]([CH2:2][C:3]1[CH:4]=[C:5]([C:10]#[C:11][C:12]2[CH:13]=[N:14][CH:15]=[C:16]([CH:19]=2)[C:17]#[N:18])[CH:6]=[CH:7][C:8]=1[F:9])[CH3:22]. Procedure: Treat 5-(3-chloromethyl-4-fluorophenylethynyl)-nicotinonitrile, (prepared as described in PREPARATION 32), (100 mg, 0.37 mmol) with a 2.0 M solution of dimethylamine in tetrahydrofuran (3 mL) and heat at 70° C. in a sealed tube for 2 h. Cool to room temperature, dilute with ethyl acetate, and wash with an aqueous saturated solution of sodium bicarbonate and an aqueous saturated solution of sodium chloride. Dry (sodium sulfate), filter, and concentrate. Purify by silica gel chromatography, elutin... Starting materials: CN1C(=NC=C1[N+](=O)[O-])C(=N)NNC(=S)N (1-(1-methyl-5-nitro-2-imidazolecarboximidoyl)-3-thiosemicarbazide), CN1C(=NC=C1[N+](=O)[O-])C(OCC)=NNC(=S)N (ethyl 1-methyl-5-nitro-2-imidazolecarboxylate thiosemicarbazone). Product: NC=1SC(=NN1)C=1N(C(=CN1)[N+](=O)[O-])C (2-(2-amino-1,3,4-thiadiazol-5-yl)-1-methyl-5-nitroimidazole). RXN SMILES: [CH3:1][N:2]1[C:6]([N+:7]([O-:9])=[O:8])=[CH:5][N:4]=[C:3]1[C:10]([NH:12][NH:13][C:14]([NH2:16])=[S:15])=N.CN1C([N+]([O-])=O)=CN=C1C(=NNC(N)=S)OCC>>[NH2:16][C:14]1[S:15][C:10]([C:3]2[N:2]([CH3:1])[C:6]([N+:7]([O-:9])=[O:8])=[CH:5][N:4]=2)=[N:12][N:13]=1. Reported procedure: In a similar manner, acid treatment of the mixture of 1-(1-methyl-5-nitro-2-imidazolecarboximidoyl)-3-thiosemicarbazide and ethyl 1-methyl-5-nitro-2-imidazolecarboxylate thiosemicarbazone, gives the title compound. Starting materials: Cl.NCP(OCCCC)(OCCCC)=O (dibutyl aminomethylphosphonate hydrochloride), P(=O)(O)([O-])[O-].[K+].[K+] (dipotassium hydrogen phosphate). Run in O (water), O (water). The product is NCP(OCCCC)(OCCCC)=O (dibutyl aminomethylphosphonate). RXN SMILES: Cl.[NH2:2][CH2:3][P:4](=[O:15])([O:10][CH2:11][CH2:12][CH2:13][CH3:14])[O:5][CH2:6][CH2:7][CH2:8][CH3:9].P([O-])([O-])(O)=O.[K+].[K+]>O>[NH2:2][CH2:3][P:4](=[O:15])([O:5][CH2:6][CH2:7][CH2:8][CH3:9])[O:10][CH2:11][CH2:12][CH2:13][CH3:14] |f:0.1,2.3.4|. Procedure details: A solution of dibutyl aminomethylphosphonate hydrochloride (88.4 g) in water (400 ml) is treated with dipotassium hydrogen phosphate (183.0 g) and water (800 ml). The mixture is stirred until clear, then extracted with four portions of methylene chloride. The combined extracts are dried over magnesium sulfate, filtered, and evaporated under reduced pessure to leave dibutyl aminomethylphosphonate.